The task is: describe an organic reaction: reactants, conditions, products, and yield. This data is from the Open Reaction Database (ORD), a public repository of structured organic reaction records. Starting materials: O.NC1=NC(=NS1)C(C(=O)O)=NOCF (2-(5-amino-1,2,4-thiadiazol-3-yl)-2-fluoromethoxyiminoacetic acid hydrate), P(Cl)(Cl)(Cl)(Cl)Cl (phosphorus pentachloride), C(C)(C)OC(C)C (isopropyl ether). The solvent is C(Cl)Cl (methylene chloride). Run at time 30 minute. Product: Cl.NC1=NC(=NS1)C(C(=O)Cl)=NOCF (2-(5-amino-1,2,4-thiadiazol-3-yl)-2-fluoromethoxyiminoacetyl chloride . hydrochloride). Yield: 106.0%. As a reaction SMILES: O.[NH2:2][C:3]1[S:7][N:6]=[C:5]([C:8](=[N:12][O:13][CH2:14][F:15])[C:9](O)=[O:10])[N:4]=1.P(Cl)(Cl)(Cl)(Cl)[Cl:17].C(OC(C)C)(C)C>C(Cl)Cl>[ClH:17].[NH2:2][C:3]1[S:7][N:6]=[C:5]([C:8](=[N:12][O:13][CH2:14][F:15])[C:9]([Cl:17])=[O:10])[N:4]=1 |f:0.1,5.6|. Procedure: In 50 ml of methylene chloride, 10.0 g (0.044 mol) of 2-(5-amino-1,2,4-thiadiazol-3-yl)-2-fluoromethoxyiminoacetic acid hydrate were suspended, followed by the addition of 13.3 g (0.064 mol) of phosphorus pentachloride at -20° C. After stirring for 30 minutes, 100 ml of isopropyl ether were added dropwise to the reaction mixture to precipitate crystals. The resulting crystals were collected by filtration, washed with 20 ml of isopropyl ether and then dried, whereby 9.33 g of a title compound wer...